Dataset: the Open Reaction Database (ORD), a public repository of structured organic reaction records. Task: describe an organic reaction: reactants, conditions, products, and yield Reactants: C(#N)C=1C=CC=C2C=CNC12 (7-cyanoindole), S(O)(O)(=O)=O (sulfuric acid), S1C(=CC=C1)[Mg]Br (2-Thienyl magnesium bromide). Run in O1CCCC1 (tetrahydrofuran), C1(=CC=CC=C1)C (toluene). Run at temperature 35 celsius, time 4.5 hour. The product is S1C(=CC=C1)C(=O)C=1C=CC=C2C=CNC12 (7-(2-thiophenecarbonyl)indole). The yield is 38.0%. Reaction SMILES: [C:1]([C:3]1[CH:4]=[CH:5][CH:6]=[C:7]2[C:11]=1[NH:10][CH:9]=[CH:8]2)#N.[S:12]1[CH:16]=[CH:15][CH:14]=[C:13]1[Mg]Br.S(=O)(=O)(O)[OH:20]>O1CCCC1.C1(C)C=CC=CC=1>[S:12]1[CH:16]=[CH:15][CH:14]=[C:13]1[C:1]([C:3]1[CH:4]=[CH:5][CH:6]=[C:7]2[C:11]=1[NH:10][CH:9]=[CH:8]2)=[O:20]. Procedure details: 2 g of 7-cyanoindole (14.1 mmol) in tetrahydrofuran (10 ml) and toluene (15 ml) was introduced in a round flask at 20° C. under inert gas atmosphere. 2-Thienyl magnesium bromide [produced from 6.21 g of 2-bromothiophene (36.8 mmol) and 1.2 g of magnesium (49.4 mmol) in tetrahydrofuran (53 ml)] was added to the above within 5 minutes. The temperature of the reaction mixture was then maintained for 1 hour at 35° C. and then for another 4.5 hours at 45° C. Then the pH of the mixture was adjusted to...